This data is from the Open Reaction Database (ORD), a public repository of structured organic reaction records. The task is: describe an organic reaction: reactants, conditions, products, and yield The reactants are COC=C1C(=O)NC(=O)c2ccc(Br)cc21, CN(C)C=O, NCCCN1CCCC1=O. The product is O=C1NC(=O)c2ccc(Br)cc2C1=CNCCCN1CCCC1=O. Reaction SMILES: [Br:1][c:2]1[cH:3][c:4]2[c:9]([cH:10][cH:11]1)[C:8](=[O:12])[NH:7][C:6](=[O:13])[C:5]2=[CH:14][O:15][CH3:16].[CH3:27][N:28]([CH3:29])[CH:30]=[O:31].[NH2:17][CH2:18][CH2:19][CH2:20][N:21]1[C:22](=[O:26])[CH2:23][CH2:24][CH2:25]1>>[Br:1][c:2]1[cH:3][c:4]2[c:9]([cH:10][cH:11]1)[C:8](=[O:12])[NH:7][C:6](=[O:13])[C:5]2=[CH:14][NH:17][CH2:18][CH2:19][CH2:20][N:21]1[C:22](=[O:26])[CH2:23][CH2:24][CH2:25]1. The reactants are CS(=O)(=O)N (methanesulfonamide), N1(CCC1)S(=O)(=O)N (azetidine-1-sulfonamide), C(#N)C1(C2CC3CC(CC1C3)C2)COC2=CC(=C(C(=O)O)C=C2C2CC2)F (4-((2-cyanoadamantan-2-yl)methoxy)-5-cyclopropyl-2-fluorobenzoic acid), C12(CC3CC(CC(C1)C3)C2)COC2=CC(=C(C(=O)O)C=C2C2CCC2)F (4-(adamantan-1-ylmethoxy)-5-cyclobutyl-2-fluorobenzoic acid). The product is C12(CC3CC(CC(C1)C3)C2)COC2=CC(=C(C(=O)NS(=O)(=O)N3CCC3)C=C2C2CCC2)F (4-(adamantan-1-ylmethoxy)-N-(azetidin-1-ylsulfonyl)-5-cyclobutyl-2-fluorobenzamide), solid. Yield: 13.0%. As a reaction SMILES: C(C1(COC2C(C3CC3)=CC(C(O)=O)=C(F)C=2)C2CC3CC(CC1C3)C2)#N.[C:28]12([CH2:38][O:39][C:40]3[C:48]([CH:49]4[CH2:52][CH2:51][CH2:50]4)=[CH:47][C:43]([C:44]([OH:46])=O)=[C:42]([F:53])[CH:41]=3)[CH2:37][CH:32]3[CH2:33][CH:34]([CH2:36][CH:30]([CH2:31]3)[CH2:29]1)[CH2:35]2.CS(N)(=O)=O.[N:59]1([S:63]([NH2:66])(=[O:65])=[O:64])[CH2:62][CH2:61][CH2:60]1>>[C:28]12([CH2:38][O:39][C:40]3[C:48]([CH:49]4[CH2:50][CH2:51][CH2:52]4)=[CH:47][C:43]([C:44]([NH:66][S:63]([N:59]4[CH2:62][CH2:61][CH2:60]4)(=[O:65])=[O:64])=[O:46])=[C:42]([F:53])[CH:41]=3)[CH2:29][CH:30]3[CH2:36][CH:34]([CH2:33][CH:32]([CH2:31]3)[CH2:37]1)[CH2:35]2. Procedure: Following the procedure as described in Example 332 Step 7 and making non-critical variations to replace 4-((2-cyanoadamantan-2-yl)methoxy)-5-cyclopropyl-2-fluorobenzoic acid with 4-(adamantan-1-ylmethoxy)-5-cyclobutyl-2-fluorobenzoic acid and to replace methanesulfonamide with azetidine-1-sulfonamide, the title compound was obtained as a colorless solid (0.043 g, 13%): 1H NMR (300 MHz, CDCl3) δ 8.66 (d, J=16.5 Hz, 1H), 7.88 (d, J=9.3 Hz, 1H), 6.54 (d, J=14.6 Hz, 1H), 4.24 (t, J=7.7 Hz, 4H), 3.6... The reactants are OCCSC1=CC=C(C=C1)S(=O)(=O)N (4-(2-Hydroxyethylthio)benzenesulfonamide), OOS(=O)[O-].[K+] (Oxone), C(C)(=O)OCC (ethyl acetate). Solvent: O (H2O). Product: OCCS(=O)(=O)C1=CC=C(C=C1)S(=O)(=O)N (4-(2-Hydroxyethylsulfonyl)benzenesulfonamide). Reaction SMILES: OCCS[C:5]1[CH:10]=[CH:9][C:8]([S:11]([NH2:14])(=[O:13])=[O:12])=[CH:7][CH:6]=1.OO[S:17]([O-:19])=[O:18].[K+].[C:21](OCC)(=[O:23])[CH3:22]>O>[OH:23][CH2:21][CH2:22][S:17]([C:5]1[CH:10]=[CH:9][C:8]([S:11]([NH2:14])(=[O:12])=[O:13])=[CH:7][CH:6]=1)(=[O:19])=[O:18] |f:1.2|. Procedure details: 4-(2-Hydroxyethylthio)benzenesulfonamide (94.3 g, 0.40 mol) was added portionwise to a stirred solution of Oxone® (368.9 g, 0.60 mols) in H2O (3600 mL). After 18 hours the white solid was collected, washed with H2O and dried to give 72.6 g, mp 156°-162° C. An additional 12.3 g was obtained from the aqueous filtrate by extraction with ethyl acetate (3×1000 mL). Recrystallization from acetonitrile gave material with mp 163°-165° C. Reaction SMILES: [C:37](=[O:38])([O-:39])[O-:40].[CH3:19][c:20]1[c:21]([B:34]([OH:35])[OH:36])[cH:22][c:23]2[c:28]([cH:29]1)[C:27]([CH3:30])([CH3:31])[CH2:26][CH2:25][C:24]2([CH3:32])[CH3:33].[CH3:43][O:44][CH2:45][CH2:46][O:47][CH3:48].[CH3:50][CH2:51][O:52][C:53](=[O:54])[CH3:55].[F:1][c:2]1[c:3]([CH:4]=[O:5])[cH:6][cH:7][c:8]([O:17][CH3:18])[c:9]1[S:10]([C:11]([F:12])([F:13])[F:14])(=[O:15])=[O:16].[K+:41].[K+:42].[OH2:49].[cH:56]1[cH:57][cH:58][c:59]([P:60]([Pd:61]([P:62]([c:63]2[cH:64][cH:65][cH:66][cH:67][cH:68]2)([c:69]2[cH:70][cH:71][cH:72][cH:73][cH:74]2)[c:75]2[cH:76][cH:77][cH:78][cH:79][cH:80]2)([P:81]([c:82]2[cH:83][cH:84][cH:85][cH:86][cH:87]2)([c:88]2[cH:89][cH:90][cH:91][cH:92][cH:93]2)[c:94]2[cH:95][cH:96][cH:97][cH:98][cH:99]2)[P:100]([c:101]2[cH:102][cH:103][cH:104][cH:105][cH:106]2)([c:107]2[cH:108][cH:109][cH:110][cH:111][cH:112]2)[c:113]2[cH:114][cH:115][cH:116][cH:117][cH:118]2)([c:119]2[cH:120][cH:121][cH:122][cH:123][cH:124]2)[c:125]2[cH:126][cH:127][cH:128][cH:129][cH:130]2)[cH:131][cH:132]1>>[F:1][c:2]1[c:3]([CH:4]=[O:5])[cH:6][cH:7][c:8]([O:17][CH3:18])[c:9]1-[c:21]1[c:20]([CH3:19])[cH:29][c:28]2[c:23]([cH:22]1)[C:24]([CH3:32])([CH3:33])[CH2:25][CH2:26][C:27]2([CH3:30])[CH3:31]. Product: COc1ccc(C=O)c(F)c1-c1cc2c(cc1C)C(C)(C)CCC2(C)C. Reactants: O=C([O-])[O-], Cc1cc2c(cc1B(O)O)C(C)(C)CCC2(C)C, COCCOC, CCOC(C)=O, COc1ccc(C=O)c(F)c1S(=O)(=O)C(F)(F)F, [K+], [K+], O, c1ccc(P(c2ccccc2)(c2ccccc2)[Pd](P(c2ccccc2)(c2ccccc2)c2ccccc2)(P(c2ccccc2)(c2ccccc2)c2ccccc2)P(c2ccccc2)(c2ccccc2)c2ccccc2)cc1. Reactants: Oc1cc(Br)c2[nH]ccc2c1, C1CCOC1, CCOC(C)=O, [Na+], [OH-], O=S(=O)(Cl)c1ccccc1. The product is O=S(=O)(Oc1cc(Br)c2[nH]ccc2c1)c1ccccc1. As a reaction SMILES: [Br:1][c:2]1[cH:3][c:4]([OH:11])[cH:5][c:6]2[cH:7][cH:8][nH:9][c:10]12.[CH2:30]1[O:31][CH2:32][CH2:33][CH2:34]1.[CH3:24][CH2:25][O:26][C:27](=[O:28])[CH3:29].[Na+:13].[OH-:12].[c:14]1([S:20](=[O:21])(=[O:22])[Cl:23])[cH:15][cH:16][cH:17][cH:18][cH:19]1>>[Br:1][c:2]1[cH:3][c:4]([O:11][S:20]([c:14]2[cH:15][cH:16][cH:17][cH:18][cH:19]2)(=[O:21])=[O:22])[cH:5][c:6]2[cH:7][cH:8][nH:9][c:10]12. The reactants are C[C@]1(CN(CC1)[C@H](C(F)(F)F)C=1C=CC=2N(C1)C(=NN2)C2=NC1=C(C=CC=C1C=C2)OC(C)C)NC(OC(C)(C)C)=O (tert-butyl (S)-3-methyl-1-((S)-2,2,2-trifluoro-1-(3-(8-isopropoxyquinolin-2-yl)-[1,2,4]triazolo[4,3-a]pyridin-6-yl)ethyl)pyrrolidin-3-ylcarbamate), Cl (HCl), O1CCOCC1 (dioxane), C(C)OCC (Diethyl ether). Run in C(Cl)Cl (DCM). Conditions: time 3 hour. Yields the product Cl.Cl.C[C@]1(CN(CC1)[C@H](C(F)(F)F)C=1C=CC=2N(C1)C(=NN2)C2=NC1=C(C=CC=C1C=C2)OC(C)C)N ((S)-3-methyl-1-((S)-2,2,2-trifluoro-1-(3-(8-isopropoxyquinolin-2-yl)-[1,2,4]triazolo[4,3-a]pyridin-6-yl)ethyl)pyrrolidin-3-amine dihydrochloride). The yield is 97.0%. Reaction SMILES: [CH3:1][C@:2]1([NH:35]C(=O)OC(C)(C)C)[CH2:6][CH2:5][N:4]([C@@H:7]([C:12]2[CH:13]=[CH:14][C:15]3[N:16]([C:18]([C:21]4[CH:30]=[CH:29][C:28]5[C:23](=[C:24]([O:31][CH:32]([CH3:34])[CH3:33])[CH:25]=[CH:26][CH:27]=5)[N:22]=4)=[N:19][N:20]=3)[CH:17]=2)[C:8]([F:11])([F:10])[F:9])[CH2:3]1.[ClH:43].O1CCOCC1.C(OCC)C>C(Cl)Cl>[ClH:43].[ClH:43].[CH3:1][C@:2]1([NH2:35])[CH2:6][CH2:5][N:4]([C@@H:7]([C:12]2[CH:13]=[CH:14][C:15]3[N:16]([C:18]([C:21]4[CH:30]=[CH:29][C:28]5[C:23](=[C:24]([O:31][CH:32]([CH3:33])[CH3:34])[CH:25]=[CH:26][CH:27]=5)[N:22]=4)=[N:19][N:20]=3)[CH:17]=2)[C:8]([F:10])([F:11])[F:9])[CH2:3]1 |f:5.6.7|. Procedure: To a stirred solution of tert-butyl (S)-3-methyl-1-((S)-2,2,2-trifluoro-1-(3-(8-isopropoxyquinolin-2-yl)-[1,2,4]triazolo[4,3-a]pyridin-6-yl)ethyl)pyrrolidin-3-ylcarbamate (1.30 g, 2.22 mmol) in DCM (20 mL) was added 4N HCl in dioxane (5.56 mL, 22.2 mmol). The reaction mixture was stirred at ambient temperature for 3 hours. Diethyl ether (100 mL) was added to the reaction mixture. The suspension was stirred for 10 min. The solid was collected by filtration to give (S)-3-methyl-1-((S)-2,2,2-triflu... The reactants are crude material, Cl (HCl), ClC=1C=C(C=CC1OCC1=NC2=CC=CC=C2C=C1)CC(=O)OCC (ethyl 2-(3-chloro-4-(quinolin-2-ylmethoxy)phenyl)acetate), CO (MeOH), O[Li].O (LiOH.H2O). Run in O (water), C1CCOC1 (THF). Reaction conditions: time 16 hour. Product: ClC=1C=C(C=CC1OCC1=NC2=CC=CC=C2C=C1)CC(=O)O (2-(3-chloro-4-(quinolin-2-ylmethoxy)phenyl)acetic acid). The yield is 12.2%. As a reaction SMILES: [Cl:1][C:2]1[CH:3]=[C:4]([CH2:20][C:21]([O:23]CC)=[O:22])[CH:5]=[CH:6][C:7]=1[O:8][CH2:9][C:10]1[CH:19]=[CH:18][C:17]2[C:12](=[CH:13][CH:14]=[CH:15][CH:16]=2)[N:11]=1.CO.O[Li].O.Cl>O.C1COCC1>[Cl:1][C:2]1[CH:3]=[C:4]([CH2:20][C:21]([OH:23])=[O:22])[CH:5]=[CH:6][C:7]=1[O:8][CH2:9][C:10]1[CH:19]=[CH:18][C:17]2[C:12](=[CH:13][CH:14]=[CH:15][CH:16]=2)[N:11]=1 |f:2.3|. Reported procedure: To a solution of ethyl 2-(3-chloro-4-(quinolin-2-ylmethoxy)phenyl)acetate (1.0 g, 0.02 mol) in 1:1 MeOH:THF (20 mL) was added LiOH.H2O (1.76 g, 0.008 mol). The reaction mixture was then stirred at RT for 16 h and then concentrated in vacuo to obtain the crude product. The crude material was diluted with water and adjusted to pH 4 using 1N HCl. The mixture was then filtered and the residue was dried in vacuo to afford 2-(3-chloro-4-(quinolin-2-ylmethoxy)phenyl)acetic acid (800 mg, 86%) as a solid...